Dataset: the Open Reaction Database (ORD), a public repository of structured organic reaction records. Task: describe an organic reaction: reactants, conditions, products, and yield Starting materials: S(=O)(Cl)Cl (thionyl chloride), FC(C1=CC=C(C=C1)C(=O)C1=CC=C(C(=O)O)C=C1)(F)F (4-{[4-(Trifluoromethyl)phenyl]carbonyl}benzoic acid), S(=O)(Cl)Cl (thionyl chloride). The solvent is O1CCOCC1 (dioxane). Run at time 3 hour. Product: FC(C1=CC=C(C=C1)C(=O)C1=CC=C(C(=O)Cl)C=C1)(F)F (4-{[4-(trifluoromethyl)phenyl]carbonyl}benzoyl chloride). Yield: 134.5%. Reaction SMILES: [F:1][C:2]([F:21])([F:20])[C:3]1[CH:8]=[CH:7][C:6]([C:9]([C:11]2[CH:19]=[CH:18][C:14]([C:15](O)=[O:16])=[CH:13][CH:12]=2)=[O:10])=[CH:5][CH:4]=1.S(Cl)([Cl:24])=O>O1CCOCC1>[F:1][C:2]([F:21])([F:20])[C:3]1[CH:8]=[CH:7][C:6]([C:9]([C:11]2[CH:19]=[CH:18][C:14]([C:15]([Cl:24])=[O:16])=[CH:13][CH:12]=2)=[O:10])=[CH:5][CH:4]=1. Reported procedure: 4-{[4-(Trifluoromethyl)phenyl]carbonyl}benzoic acid (200 mg, 0.68 mmol) was stirred in dioxane (5 mL) and thionyl chloride (0.496 mL, 6.8 mmol) added. The reaction mixture was heated at reflux for 1 h. Further thionyl chloride (0.496 mL, 6.8 mmol) was added and heating continued for 3 h. On cooling, the reaction mixture was concentrated in vacuo to give 4-{[4-(trifluoromethyl)phenyl]carbonyl}benzoyl chloride as an oily white liquid (0.286 g) which was used directly in step 2. Starting materials: CN(C)C1=NC=CC=C1 (dimethylaminopyridine), OC1=CC=C(C(=O)O)C=C1 (4-hydroxybenzoic acid), C(C=C)(=O)OCCCCO (4-hydroxybutyl acrylate), C1(CCCCC1)N=C=NC1CCCCC1 (N,N'-dicyclohexylcarbodiimide). Run in ClCCl (dichloromethane), ClCCl (dichloromethane). Run at time 4 hour. The product is C(C=C)(=O)OCCCCOC(C1=CC=C(C=C1)O)=O (p-hydroxybenzoyloxybutyl acrylate). Isolated yield 5.2%. Reaction SMILES: [OH:1][C:2]1[CH:10]=[CH:9][C:5]([C:6]([OH:8])=[O:7])=[CH:4][CH:3]=1.[C:11]([O:15][CH2:16][CH2:17][CH2:18][CH2:19]O)(=[O:14])[CH:12]=[CH2:13].C1(N=C=NC2CCCCC2)CCCCC1.CN(C1C=CC=CN=1)C>ClCCl>[C:11]([O:15][CH2:16][CH2:17][CH2:18][CH2:19][O:7][C:6](=[O:8])[C:5]1[CH:9]=[CH:10][C:2]([OH:1])=[CH:3][CH:4]=1)(=[O:14])[CH:12]=[CH2:13]. Procedure details: 2000 g of dichloromethane, 40.0 g of 4-hydroxybenzoic acid, 39.6 g of 4-hydroxybutyl acrylate and 0.05 g of methoquinone were charged into a separable flask of the same type as used in Reference Example 1, and then a liquid mixture consisting of 54.0 g of N,N'-dicyclohexylcarbodiimide, 5.9 g of dimethylaminopyridine and 60 g of dichloromethane was dropwise added thereto at room temperature over 4 hours, while replacing the flask inside gas with a nitrogen gas. After the same treatment as in Refe... Reactants: C(#N)C(C(=O)OCC)=C(SC)SC (ethyl 2-cyano-3,3-bis(methylthio)acrylate), C(C)N(CC)C1=CC=C(N)C=C1 (4-(N,N-diethylamino)aniline). Yields the product C(C)N(CC)C1=CC=C(NC(=C(C(=O)OCC)C#N)SC)C=C1 (Ethyl 3-[4-(N,N-diethylamino)anilino]-2-cyano-3-(methylthio)acrylate). The yield is 81.0%. RXN SMILES: [C:1]([C:3](=[C:9]([S:12][CH3:13])SC)[C:4]([O:6][CH2:7][CH3:8])=[O:5])#[N:2].[CH2:14]([N:16]([C:19]1[CH:25]=[CH:24][C:22]([NH2:23])=[CH:21][CH:20]=1)[CH2:17][CH3:18])[CH3:15]>>[CH2:14]([N:16]([C:19]1[CH:20]=[CH:21][C:22]([NH:23][C:9]([S:12][CH3:13])=[C:3]([C:1]#[N:2])[C:4]([O:6][CH2:7][CH3:8])=[O:5])=[CH:24][CH:25]=1)[CH2:17][CH3:18])[CH3:15]. Reported procedure: 21.7 g of ethyl 2-cyano-3,3-bis(methylthio)acrylate and 16.5 g of 4-(N,N-diethylamino)aniline are heated for 2 hours at 120° C. The residue is purified by chromatography on a silica column, the eluent being a toluene/ethanol (97/3) mixture; the expected product is recrystallised from cyclohexane. M.p.=100° C. (Yield 81%). The reactants are 4-nitrophenylchloroformate, Cl (HCl), COC1=CC=C(COC(CN)=O)C=C1 (glycine 4-methoxybenzyl ester), CCOCC (ether), N1=CC=CC=C1 (pyridine). Reaction conditions: temperature 0 celsius, time 10 minute. The product is COC1=CC=C(COC(CNC(NC2=CC=C(C=C2)[N+](=O)[O-])=O)=O)C=C1 (4-Nitrophenylcarbamoylglycine 4-methoxybenzyl ester). RXN SMILES: Cl.[CH3:2][O:3][C:4]1[CH:15]=[CH:14][C:7]([CH2:8][O:9][C:10](=[O:13])[CH2:11][NH2:12])=[CH:6][CH:5]=1.[N:16]1[CH:21]=CC=CC=1.[CH:22]1[C:27]([N+:28]([O-:30])=[O:29])=[CH:26][CH:25]=[C:24]([Cl-]C([O-])=O)[CH:23]=1.CC[O:37]CC>>[CH3:2][O:3][C:4]1[CH:15]=[CH:14][C:7]([CH2:8][O:9][C:10](=[O:13])[CH2:11][NH:12][C:21](=[O:37])[NH:16][C:24]2[CH:23]=[CH:22][C:27]([N+:28]([O-:30])=[O:29])=[CH:26][CH:25]=2)=[CH:6][CH:5]=1. Reported procedure: The HCl salt of glycine 4-methoxybenzyl ester (1 g, 4.3 mmol) to was cooled to 0° C. and 7 mL of pyridine was added. After 10 minutes at 0° C., 4-nitrophenylchloroformate (980 mg, ~1.15 equivalents) was added over 5 minutes. The reaction mixture was stirred at 0° C. for 5 minutes and then allowed to warm to room temperature. After 1.5 hours at room temperature, the reaction mixture was diluted with ether and washed with cold 0.5N HCl and brine. The organic layer was dried over MgSO4 and concentr... The reactants are NC1=C(C=C(C=C1)N1CCN(CC1)C(=O)OC(C)(C)C)NS(=O)(=O)C1=CC=CC=C1 (N-{2-amino-5-(4-t-butyloxycarbonyl-piperazinyl)-phenyl}benzenesulfonamide), CS(=O)(=O)C1=C(C=CC=C1)S(=O)(=O)Cl (2-methylsulfonylbenzenesulfonylchloride). The product is CS(=O)(=O)C1=C(C=CC=C1)S(=O)(=O)NC1=C(C=C(C=C1)N1CCNCC1)NS(=O)(=O)C1=CC=CC=C1 (2-(Methylsulfonyl)-N-[2-[(phenylsulfonyl)amino]-4-(1-piperazinyl)phenyl]benzenesulfonamide), purple solid. As a reaction SMILES: [NH2:1][C:2]1[CH:7]=[CH:6][C:5]([N:8]2[CH2:13][CH2:12][N:11](C(OC(C)(C)C)=O)[CH2:10][CH2:9]2)=[CH:4][C:3]=1[NH:21][S:22]([C:25]1[CH:30]=[CH:29][CH:28]=[CH:27][CH:26]=1)(=[O:24])=[O:23].[CH3:31][S:32]([C:35]1[CH:40]=[CH:39][CH:38]=[CH:37][C:36]=1[S:41](Cl)(=[O:43])=[O:42])(=[O:34])=[O:33]>>[CH3:31][S:32]([C:35]1[CH:40]=[CH:39][CH:38]=[CH:37][C:36]=1[S:41]([NH:1][C:2]1[CH:7]=[CH:6][C:5]([N:8]2[CH2:9][CH2:10][NH:11][CH2:12][CH2:13]2)=[CH:4][C:3]=1[NH:21][S:22]([C:25]1[CH:30]=[CH:29][CH:28]=[CH:27][CH:26]=1)(=[O:23])=[O:24])(=[O:43])=[O:42])(=[O:34])=[O:33]. Reported procedure: 2-(Methylsulfonyl)-N-[2-[(phenylsulfonyl)amino]-4-(1-piperazinyl)phenyl]benzenesulfonamide was synthesized from N-{2-amino-5-(4-t-butyloxycarbonyl-piperazinyl)-phenyl}benzenesulfonamide and 2-methylsulfonylbenzenesulfonylchloride (61 mg, 0.239 mmol) according to general method 3 to give 70 mg of a purple solid. MS (posES-FIA) m/z=Found: 551.2; Calcd: 551.10; 1H-NMR δ 8.36-7.46 (m, 9H), 6.95 (d, 1H), 6.68 (dd, 1H), 6.46 (d, 1H), 3.47 (s, 3H), 3.28-3.17 (m, 8H). The reactants are C(#N)C=1C=C(C=CC1F)N1N=C(C=C1C)C(F)(F)F (1-(3-cyano-4-fluorophenyl)-3-trifluoromethyl-5-methyl pyrazole), C1CC(=O)N(C1=O)Br (NBS), C(C1=CC=CC=C1)(=O)OOC(C1=CC=CC=C1)=O (benzoyl peroxide). Solvent: C(Cl)(Cl)(Cl)Cl (carbon tetrachloride). Product: C(#N)C=1C=C(C=CC1F)N1N=C(C=C1CBr)C(F)(F)F (1-(3-cyano-4-fluorophenyl)-3-trifluoromethyl-5-bromomethyl pyrazole). Yield: 48.3%. Reaction SMILES: [C:1]([C:3]1[CH:4]=[C:5]([N:10]2[C:14]([CH3:15])=[CH:13][C:12]([C:16]([F:19])([F:18])[F:17])=[N:11]2)[CH:6]=[CH:7][C:8]=1[F:9])#[N:2].C1C(=O)N([Br:27])C(=O)C1.C(OOC(=O)C1C=CC=CC=1)(=O)C1C=CC=CC=1>C(Cl)(Cl)(Cl)Cl>[C:1]([C:3]1[CH:4]=[C:5]([N:10]2[C:14]([CH2:15][Br:27])=[CH:13][C:12]([C:16]([F:18])([F:19])[F:17])=[N:11]2)[CH:6]=[CH:7][C:8]=1[F:9])#[N:2]. Reported procedure: To a solution of 1-(3-cyano-4-fluorophenyl)-3-trifluoromethyl-5-methyl pyrazole(4.0 g, 14.87 mmol) in carbon tetrachloride(50 mL) was added NBS(2.65 g, 14.87 mmol) and benzoyl peroxide(0.36 g, 1.48 mmol). The reaction mixture was brought to reflux overnight. Solvent was removed on rotary evaporator under reduced pressure. Residue was partitioned between ethyl acetate(80 mL) and sodium bicarbonate(sat. 80 mL). Organic phase was separated and washed with water(60 mL); dried over sodium sulfate; fi... Run at time 3.5 hour. Reactants: aqueous solution, [OH-].[Na+] (sodium hydroxide), C1(=CC=CC=C1)C(OC1CCN(CC1)CCCNC=1C=CC=2N(N1)C(=C(N2)C)C(=O)OCC)C2=CC=CC=C2 (ethyl [6-[3-[4-(diphenylmethoxy)piperidino]propylamino]-2-methylimidazo[1,2-b]pyridazin-3-yl]carboxylate). The solvent is C(C)O (ethanol). Isolated yield 36.3%. Procedure: 770 mg of ethyl [6-[3-[4-(diphenylmethoxy)piperidino]propylamino]-2-methylimidazo[1,2-b]pyridazin-3-yl]carboxylate was dissolved in 5 ml of ethanol; 3.2 ml of a 1 N aqueous solution of sodium hydroxide was added, followed by stirring at room temperature for 3.5 hours. After cooling, the mixture was concentrated under reduced pressure. The residue was diluted with water, washed with ethyl acetate and adjusted to pH 4.5 by the addition of 1 N hydrochloric acid. The crystal precipitated was collect... Yields the product C1(=CC=CC=C1)C(OC1CCN(CC1)CCCNC=1C=CC=2N(N1)C(=C(N2)C)C(=O)O)C2=CC=CC=C2 ([6-[3-[4-(Diphenylmethoxy)piperidino]propylamino]-2-methylimidazo[1,2-b]pyridazin-3-yl]carboxylic Acid). RXN SMILES: [C:1]1([CH:7]([C:34]2[CH:39]=[CH:38][CH:37]=[CH:36][CH:35]=2)[O:8][CH:9]2[CH2:14][CH2:13][N:12]([CH2:15][CH2:16][CH2:17][NH:18][C:19]3[CH:20]=[CH:21][C:22]4[N:23]([C:25]([C:29]([O:31]CC)=[O:30])=[C:26]([CH3:28])[N:27]=4)[N:24]=3)[CH2:11][CH2:10]2)[CH:6]=[CH:5][CH:4]=[CH:3][CH:2]=1.[OH-].[Na+]>C(O)C>[C:34]1([CH:7]([C:1]2[CH:2]=[CH:3][CH:4]=[CH:5][CH:6]=2)[O:8][CH:9]2[CH2:10][CH2:11][N:12]([CH2:15][CH2:16][CH2:17][NH:18][C:19]3[CH:20]=[CH:21][C:22]4[N:23]([C:25]([C:29]([OH:31])=[O:30])=[C:26]([CH3:28])[N:27]=4)[N:24]=3)[CH2:13][CH2:14]2)[CH:39]=[CH:38][CH:37]=[CH:36][CH:35]=1 |f:1.2|. Reactants: CC(C)N1S(NC2=C(C1=O)C=CC=C2)(=O)=O (3-(1-methylethyl)-1H-2,1,3-benzothiadiazin-4(3H)-one-2,2-dioxide), CC(C)([O-])C.[K+] (potassium t-butoxide), CS(=O)(=O)Cl (methanesulfonyl chloride), resultant mixture. Solvent: C(C)#N (acetonitrile), C(C)#N (acetonitrile). Conditions: time 64 hour. Yields the product CC(C)N1S(N(C2=C(C1=O)C=CC=C2)S(=O)(=O)C)(=O)=O (3-(1-methylethyl)-1-methylsulfonyl-1H-2,1,3-benzothiadiazin-4(3H)-one-2,2-dioxide). As a reaction SMILES: [CH3:1][CH:2]([N:4]1[C:9](=[O:10])[C:8]2[CH:11]=[CH:12][CH:13]=[CH:14][C:7]=2[NH:6][S:5]1(=[O:16])=[O:15])[CH3:3].CC(C)([O-])C.[K+].[CH3:23][S:24](Cl)(=[O:26])=[O:25]>C(#N)C>[CH3:3][CH:2]([N:4]1[C:9](=[O:10])[C:8]2[CH:11]=[CH:12][CH:13]=[CH:14][C:7]=2[N:6]([S:24]([CH3:23])(=[O:26])=[O:25])[S:5]1(=[O:16])=[O:15])[CH3:1] |f:1.2|. Reported procedure: To 200 ml of acetonitrile was added with stirring 24 g(0.1 mole) of 3-(1-methylethyl)-1H-2,1,3-benzothiadiazin-4(3H)-one-2,2-dioxide and 11.8 g (0.105 mole) of potassium t-butoxide. The resultant mixture was heated to reflux, cooled, and 8.0 ml (0.105 mole of methanesulfonyl chloride in 100 ml of acetonitrile was added dropwise over a 0.5 hr period. The mixture was stirred 64 hours, filtered, and the solvent removed from the filtrate in vacuo. The crude product, 31.5 g, was washed with 2-50 ml-p... Yields the product OC1CCCCC1Nc1nc2ccc(Oc3ccnc(Cl)c3)cc2s1. Reactants: O=C([O-])[O-], CN1CCCC1=O, Fc1ccnc(Cl)c1, [Cs+], [Cs+], Oc1ccc2nc(NC3CCCCC3O)sc2c1. RXN SMILES: [C:19](=[O:20])([O-:21])[O-:22].[CH3:33][N:34]1[CH2:35][CH2:36][CH2:37][C:38]1=[O:39].[Cl:25][c:26]1[n:27][cH:28][cH:29][c:30]([F:32])[cH:31]1.[Cs+:23].[Cs+:24].[OH:1][CH:2]1[CH:3]([NH:8][c:9]2[s:10][c:11]3[c:12]([n:13]2)[cH:14][cH:15][c:16]([OH:18])[cH:17]3)[CH2:4][CH2:5][CH2:6][CH2:7]1>>[OH:1][CH:2]1[CH:3]([NH:8][c:9]2[s:10][c:11]3[c:12]([n:13]2)[cH:14][cH:15][c:16]([O:18][c:30]2[cH:29][cH:28][n:27][c:26]([Cl:25])[cH:31]2)[cH:17]3)[CH2:4][CH2:5][CH2:6][CH2:7]1.